From a dataset of the Open Reaction Database (ORD), a public repository of structured organic reaction records. describe an organic reaction: reactants, conditions, products, and yield Reactants: N1CCC(CC1)NC(=O)C=1CCOC2=C(C1)C=C(C=C2)C2=CC=C(C=C2)C (N-(4-piperidinyl)-7-(4-methylphenyl)-2,3-dihydro-1-benzooxepine-4-carboxamide), C(C1=CC=CC=C1)=O (benzaldehyde), C(C)(=O)O[BH-](OC(C)=O)OC(C)=O.[Na+] (sodium triacetoxyborohydride). Run in ClCCCl (1,2-dichloroethane). Run at time 8 hour. The product is C(C1=CC=CC=C1)N1CCC(CC1)NC(=O)C=1CCOC2=C(C1)C=C(C=C2)C2=CC=C(C=C2)C (N-(1-benzylpiperidin-4-yl)-7-(4-methylphenyl)-2,3-dihydro-1-benzooxepine-4-carboxamide). Isolated yield 90.8%. As a reaction SMILES: [NH:1]1[CH2:6][CH2:5][CH:4]([NH:7][C:8]([C:10]2[CH2:11][CH2:12][O:13][C:14]3[CH:20]=[CH:19][C:18]([C:21]4[CH:26]=[CH:25][C:24]([CH3:27])=[CH:23][CH:22]=4)=[CH:17][C:15]=3[CH:16]=2)=[O:9])[CH2:3][CH2:2]1.[CH:28](=O)[C:29]1[CH:34]=[CH:33][CH:32]=[CH:31][CH:30]=1.C(O[BH-](OC(=O)C)OC(=O)C)(=O)C.[Na+]>ClCCCl>[CH2:28]([N:1]1[CH2:2][CH2:3][CH:4]([NH:7][C:8]([C:10]2[CH2:11][CH2:12][O:13][C:14]3[CH:20]=[CH:19][C:18]([C:21]4[CH:22]=[CH:23][C:24]([CH3:27])=[CH:25][CH:26]=4)=[CH:17][C:15]=3[CH:16]=2)=[O:9])[CH2:5][CH2:6]1)[C:29]1[CH:34]=[CH:33][CH:32]=[CH:31][CH:30]=1 |f:2.3|. Procedure details: To N-(4-piperidinyl)-7-(4-methylphenyl)-2,3-dihydro-1-benzooxepine-4-carboxamide (0.15 g) and benzaldehyde (0.05 g) dissolved in 1,2-dichloroethane (10 ml) was added under ice cooling sodium triacetoxyborohydride (0.12 g), and the resulting mixture was stirred at room temperature overnight under a nitrogen atmosphere. The reaction mixture was evaporated to remove the solvent, was neutralized with a 1 N aqueous solution of sodium hydroxide and was extracted with ethyl acetate. The organic layer w... Starting materials: CCN=C=NCCCN(C)C.Cl (EDCI hydrochloride), FC(OC=1C(=C(C=CC1)/C=C/C=1N=C2SC=CN2C1C(=O)O)OCCC(C)C)F (6-{(E)-2-[3-(Difluoromethoxy)-2-(3-methylbutoxy)phenyl]vinyl}imidazo[2,1-b][1,3]thiazole-5-carboxylic acid), FC(C=1N=C(SC1)N)(F)F (4-(trifluoromethyl)-1,3-thiazol-2-amine). Reagents/catalysts: CN(C)C=1C=CN=CC1 (DMAP). The solvent is C1CCOC1 (THF), CN(C)C=O (DMF). Product: FC(OC=1C(=C(C=CC1)/C=C/C=1N=C2SC=CN2C1C(=O)NC=1SC=C(N1)C(F)(F)F)OCCC(C)C)F (6-{(E)-2-[3-(Difluoromethoxy)-2-[3-methylbutoxy)phenyl]vinyl}-N-[4-(trifluoromethyl)-1,3-thiazol-2-yl]imidazo[2,1-b][1,3]thiazole-5-carboxamide), product. Reaction SMILES: [F:1][CH:2]([F:29])[O:3][C:4]1[C:5]([O:23][CH2:24][CH2:25][CH:26]([CH3:28])[CH3:27])=[C:6](/[CH:10]=[CH:11]/[C:12]2[N:13]=[C:14]3[N:18]([C:19]=2[C:20]([OH:22])=O)[CH:17]=[CH:16][S:15]3)[CH:7]=[CH:8][CH:9]=1.[F:30][C:31]([F:39])([F:38])[C:32]1[N:33]=[C:34]([NH2:37])[S:35][CH:36]=1.CCN=C=NCCCN(C)C.Cl>CN(C1C=CN=CC=1)C.C1COCC1.CN(C=O)C>[F:29][CH:2]([F:1])[O:3][C:4]1[C:5]([O:23][CH2:24][CH2:25][CH:26]([CH3:27])[CH3:28])=[C:6](/[CH:10]=[CH:11]/[C:12]2[N:13]=[C:14]3[N:18]([C:19]=2[C:20]([NH:37][C:34]2[S:35][CH:36]=[C:32]([C:31]([F:39])([F:38])[F:30])[N:33]=2)=[O:22])[CH:17]=[CH:16][S:15]3)[CH:7]=[CH:8][CH:9]=1 |f:2.3|. Procedure details: The title compound was prepared according to the general procedure (Method B) by coupling Intermediate 8 (300 mg, 0.710 mmol) with 4-(trifluoromethyl)-1,3-thiazol-2-amine (128 mg, 0.781 mmol) in the presence of EDCI hydrochloride (272 mg, 1.42 mmol), DMAP (80 mg, 0.710 mmol) in a mixture of THF and DMF (1:1, 6 mL) to give 35 mg of the product as an off-white solid; 1H NMR (300 MHz, CDCl3) δ 0.86 (d, J=6.6 Hz, 6H), 1.56-1.65 (m, 2H), 1.77-1.86 (m, 1H), 3.95 (t, J=6.3 Hz, 2H), 7.20 (t, J=74.4 Hz, ... Starting materials: O=C1C(=CC=CC=C1)NC(C(=O)O)=O ([(2-oxo-3,5,7-cycloheptatrien-1-yl)amino]oxo-acetic acid), C([O-])([O-])=O.[K+].[K+] (potassium carbonate), BrCCCCC (5-bromopentane). Run in CS(=O)C (dimethylsulfoxide), CS(=O)C (dimethylsulfoxide). Run at temperature 80 celsius, time 40 minute. Product: C(CCCC)OC(C(=O)NC=1C(C=CC=CC1)=O)=O ([(2-Oxo-3,5,7-cycloheptatrien-1-yl)amino]oxo-acetic Acid Pentyl Ester). As a reaction SMILES: [O:1]=[C:2]1[CH:8]=[CH:7][CH:6]=[CH:5][CH:4]=[C:3]1[NH:9][C:10](=[O:14])[C:11]([OH:13])=[O:12].C(=O)([O-])[O-].[K+].[K+].Br[CH2:22][CH2:23][CH2:24][CH2:25][CH3:26]>CS(C)=O>[CH2:22]([O:12][C:11](=[O:13])[C:10]([NH:9][C:3]1[C:2](=[O:1])[CH:8]=[CH:7][CH:6]=[CH:5][CH:4]=1)=[O:14])[CH2:23][CH2:24][CH2:25][CH3:26] |f:1.2.3|. Reported procedure: A solution of [(2-oxo-3,5,7-cycloheptatrien-1-yl)amino]oxo-acetic acid (1.54 g, described in Example 30) and potassium carbonate (0.82 g) in dimethylsulfoxide (8 ml) is stirred at room temperature for 15 minutes. A solution of 5-bromopentane (1.52 ml) in dimethylsulfoxide (8 ml) is added and the resulting mixture is stirred at 80° C. for 40 minutes. The mixture is cooled to room temperature and poured over ice. The mixture is stirred for ten minutes and the precipitate is collected by filtration... Yield: 102.2%. Reaction conditions: time 10 minute. Reported procedure: A solution of benzhydryl 7-[2-(2-formamidothiazol-5-yl)-2-methoxyiminoacetamido]-3-vinyl-3-cephem-4-carboxylate (syn isomer) (2.7 g) in anisole (3.5 ml) and trifluoroacetic acid (10.8 ml) was stirred under ice-cooling for 15 minutes. The reaction mixture was poured into diisopropyl ether (140 ml), followed by stirring for 10 minutes. The precipitated solid was collected by filtration, washed with diisopropyl ether and then dried to give 7-[2-(2-formamidothiazol-5-yl)-2-methoxyiminoacetamido]-3-v... Yields the product C(=O)NC=1SC(=CN1)C(C(=O)NC1[C@@H]2N(C(=C(CS2)C=C)C(=O)O)C1=O)=NOC (7-[2-(2-formamidothiazol-5-yl)-2-methoxyiminoacetamido]-3-vinyl-3-cephem-4-carboxylic acid). The reactants are C(=O)NC=1SC(=CN1)C(C(=O)NC1[C@@H]2N(C(=C(CS2)C=C)C(=O)OC(C2=CC=CC=C2)C2=CC=CC=C2)C1=O)=NOC (benzhydryl 7-[2-(2-formamidothiazol-5-yl)-2-methoxyiminoacetamido]-3-vinyl-3-cephem-4-carboxylate), C(C)(C)OC(C)C (diisopropyl ether). Reaction SMILES: [CH:1]([NH:3][C:4]1[S:5][C:6]([C:9](=[N:40][O:41][CH3:42])[C:10]([NH:12][CH:13]2[C:38](=[O:39])[N:15]3[C:16]([C:22]([O:24]C(C4C=CC=CC=4)C4C=CC=CC=4)=[O:23])=[C:17]([CH:20]=[CH2:21])[CH2:18][S:19][C@H:14]23)=[O:11])=[CH:7][N:8]=1)=[O:2].C(OC(C)C)(C)C>C1(OC)C=CC=CC=1.FC(F)(F)C(O)=O>[CH:1]([NH:3][C:4]1[S:5][C:6]([C:9](=[N:40][O:41][CH3:42])[C:10]([NH:12][CH:13]2[C:38](=[O:39])[N:15]3[C:16]([C:22]([OH:24])=[O:23])=[C:17]([CH:20]=[CH2:21])[CH2:18][S:19][C@H:14]23)=[O:11])=[CH:7][N:8]=1)=[O:2]. Run in C1(=CC=CC=C1)OC (anisole), FC(C(=O)O)(F)F (trifluoroacetic acid). Reactants: CCOC(=O)CC#N, O=C1CCN(C(=O)c2ccccc2)CC1, CC(=O)[O-], CC(=O)O, CCOC(C)=O, [NH4+], O, c1ccccc1. The product is CCOC(=O)C(C#N)=C1CCN(C(=O)c2ccccc2)CC1. RXN SMILES: [C:16](#[N:17])[CH2:18][C:19](=[O:20])[O:21][CH2:22][CH3:23].[C:1]([c:2]1[cH:3][cH:4][cH:5][cH:6][cH:7]1)(=[O:8])[N:9]1[CH2:10][CH2:11][C:12](=[O:15])[CH2:13][CH2:14]1.[CH3:25][C:26](=[O:27])[O-:28].[CH3:29][C:30](=[O:31])[OH:32].[CH3:39][CH2:40][O:41][C:42](=[O:43])[CH3:44].[NH4+:24].[OH2:45].[cH:33]1[cH:34][cH:35][cH:36][cH:37][cH:38]1>>[C:1]([c:2]1[cH:3][cH:4][cH:5][cH:6][cH:7]1)(=[O:8])[N:9]1[CH2:10][CH2:11][C:12](=[C:18]([C:16]#[N:17])[C:19](=[O:20])[O:21][CH2:22][CH3:23])[CH2:13][CH2:14]1.